From a dataset of the Open Reaction Database (ORD), a public repository of structured organic reaction records. describe an organic reaction: reactants, conditions, products, and yield Starting materials: C1OC2[C@]3(C)[C@@H](CC2OC1)C1=CCC=2CC(=CCC2[C@H]1CC3)OC (17-Ethylenedioxy-3-methoxyestra-2,5(10),7-triene), O (water), O.O.C(C(=O)O)(=O)O (oxalic acid dihydrate). Run in ClCCl (dichloromethane), C1CCOC1 (THF), CO (methanol). Conditions: time 8.5 hour. Yields the product C1OC2[C@]3(C)[C@@H](CC2OC1)C1=CCC=2CC(CCC2[C@H]1CC3)=O (17-Ethylenedioxyestra-5(10),7-dien-3-one). The yield is 98.3%. RXN SMILES: [CH2:1]1[CH2:10][O:9][CH:8]2[CH:3]([C@:4]3([CH2:22][CH2:21][C@H:20]4[C:11](=[CH:12][CH2:13][C:14]5[CH2:15][C:16]([O:23]C)=[CH:17][CH2:18][C:19]=54)[C@@H:6]3[CH2:7]2)[CH3:5])[O:2]1.O.O.O.C(O)(=O)C(O)=O>ClCCl.C1COCC1.CO>[CH2:1]1[CH2:10][O:9][CH:8]2[CH:3]([C@:4]3([CH2:22][CH2:21][C@H:20]4[C:11](=[CH:12][CH2:13][C:14]5[CH2:15][C:16](=[O:23])[CH2:17][CH2:18][C:19]=54)[C@@H:6]3[CH2:7]2)[CH3:5])[O:2]1 |f:2.3.4|. Reported procedure: To a solution of the enol ether 2 (0.5 g, 1.52 mmol) in dichloromethane (30 mL), THF (20 mL) and methanol (20 mL) was added water (30 mL) followed by oxalic acid dihydrate (1.2 g, 9.5 mmol) and the resulting biphasic mixture was vigorously stirred for 8.5 h. The layers were separated and the aqueous layer washed with dichloromethane (2×20 mL). The organic layers were combined, dried over anhydrous potassium carbonate and concentrated to give the ketone 3 as a glassy solid (0.47 g, 98%).